From a dataset of the Open Reaction Database (ORD), a public repository of structured organic reaction records. describe an organic reaction: reactants, conditions, products, and yield Reactants: COC=1C(=CC(=C(C1)C1(CCC1)C#N)[N+](=O)[O-])OCCCN1CCCC1 (1-(5-methoxy-2-nitro-4-(3-(pyrrolidin-1-yl)propoxy)phenyl)cyclobutanecarbonitrile). Reagents/catalysts: [Pd] (Pd/C). The solvent is C(C)(=O)O (acetic acid). Run at temperature 80 celsius, time 5 hour. The product is COC=1C=C2C3(C(=NC2=CC1OCCCN1CCCC1)N)CCC3 (5′-methoxy-6′-(3-(pyrrolidin-1-yl)propoxy)spiro[cyclobutane-1,3′-indol]-2′-amine). The yield is 28.1%. RXN SMILES: [CH3:1][O:2][C:3]1[C:4]([O:18][CH2:19][CH2:20][CH2:21][N:22]2[CH2:26][CH2:25][CH2:24][CH2:23]2)=[CH:5][C:6]([N+:15]([O-])=O)=[C:7]([C:9]2([C:13]#[N:14])[CH2:12][CH2:11][CH2:10]2)[CH:8]=1>C(O)(=O)C.[Pd]>[CH3:1][O:2][C:3]1[CH:8]=[C:7]2[C:6](=[CH:5][C:4]=1[O:18][CH2:19][CH2:20][CH2:21][N:22]1[CH2:26][CH2:25][CH2:24][CH2:23]1)[N:15]=[C:13]([NH2:14])[C:9]12[CH2:12][CH2:11][CH2:10]1. Reported procedure: A solution of 1-(5-methoxy-2-nitro-4-(3-(pyrrolidin-1-yl)propoxy)phenyl)cyclobutanecarbonitrile (0.063 g, 1.742 mmol), from Step 4, in acetic acid (10 mL), was treated with 10% Pd/C (0.56 g, 0.523 mmol). The mixture was stirred under an atmosphere of hydrogen at 80° C. for 5 hours. The catalyst was filtered off and washed with EtOH. The filtrate was concentrated and resulting crude product was purification by flash chromatography (silica gel, 15-25% 3N methanolic ammonia/dichloromethane) to affo... The reactants are ClC1=C(C(=O)O)C=C(C=C1)OC1=C(C=C(C=C1)C(CC(=O)C1=CN(C(C=C1)=O)C)C1=C(C=C(C=C1)Cl)C)F (2-chloro-5-{4-[1-(4-chloro-2-methyl-phenyl)-3-(1-methyl-6-oxo-1,6-dihydro-pyridin-3-yl)-3-oxo-propyl]-2-fluoro-phenoxy}-benzoic acid), Cl.NO (hydroxylamine hydrochloride), C(O)([O-])=O.[Na+] (sodium hydrogencarbonate). The product is ClC1=C(C(=O)O)C=C(C=C1)OC1=C(C=C(C=C1)C(C\C(\C1=CN(C(C=C1)=O)C)=N/O)C1=C(C=C(C=C1)Cl)C)F (2-Chloro-5-{4-[1-(4-chloro-2-methyl-phenyl)-3-[(E)-hydroxyimino]-3-(1-methyl-6-oxo-1,6-dihydro-pyridin-3-yl)-propyl]-2-fluoro-phenoxy}-benzoic acid). As a reaction SMILES: [Cl:1][C:2]1[CH:10]=[CH:9][C:8]([O:11][C:12]2[CH:17]=[CH:16][C:15]([CH:18]([C:30]3[CH:35]=[CH:34][C:33]([Cl:36])=[CH:32][C:31]=3[CH3:37])[CH2:19][C:20]([C:22]3[CH:27]=[CH:26][C:25](=[O:28])[N:24]([CH3:29])[CH:23]=3)=O)=[CH:14][C:13]=2[F:38])=[CH:7][C:3]=1[C:4]([OH:6])=[O:5].Cl.[NH2:40][OH:41].C(=O)([O-])O.[Na+]>>[Cl:1][C:2]1[CH:10]=[CH:9][C:8]([O:11][C:12]2[CH:17]=[CH:16][C:15]([CH:18]([C:30]3[CH:35]=[CH:34][C:33]([Cl:36])=[CH:32][C:31]=3[CH3:37])[CH2:19]/[C:20](=[N:40]\[OH:41])/[C:22]3[CH:27]=[CH:26][C:25](=[O:28])[N:24]([CH3:29])[CH:23]=3)=[CH:14][C:13]=2[F:38])=[CH:7][C:3]=1[C:4]([OH:6])=[O:5] |f:1.2,3.4|. Procedure: In analogy to example 151, step 3, 2-chloro-5-{4-[1-(4-chloro-2-methyl-phenyl)-3-(1-methyl-6-oxo-1,6-dihydro-pyridin-3-yl)-3-oxo-propyl]-2-fluoro-phenoxy}-benzoic acid was reacted with hydroxylamine hydrochloride in the presence of sodium hydrogencarbonate to give the title compound containing less than 10% of the corresponding Z isomer as a colourless solid, MS (ESI−): m/z=567.2 [M−H]−. Reactants: C(C)OC(\C=C(/NC1=CC=CC=C1)\C1=CC=CC=C1)=O (Z-3-phenyl-3-phenylamino acrylic acid ethylester), C(C)#N (acetonitrile). Reagents/catalysts: CC(=O)[O-].CC(=O)[O-].[Cu+2] (Cu(OAc)2). The product is C(C)OC(=O)C=1C(=NN(C1C1=CC=CC=C1)C1=CC=CC=C1)C (3-methyl-1,5-diphenyl-1H-pyrazole-4-carboxylic acid ethylester). The yield is 88.0%. RXN SMILES: [CH2:1]([O:3][C:4](=[O:20])/[CH:5]=[C:6](/[C:14]1[CH:19]=[CH:18][CH:17]=[CH:16][CH:15]=1)\[NH:7][C:8]1[CH:13]=[CH:12][CH:11]=[CH:10][CH:9]=1)[CH3:2].[C:21](#[N:23])[CH3:22]>CC([O-])=O.CC([O-])=O.[Cu+2]>[CH2:1]([O:3][C:4]([C:5]1[C:21]([CH3:22])=[N:23][N:7]([C:8]2[CH:9]=[CH:10][CH:11]=[CH:12][CH:13]=2)[C:6]=1[C:14]1[CH:19]=[CH:18][CH:17]=[CH:16][CH:15]=1)=[O:20])[CH3:2] |f:2.3.4|. Procedure details: According to AVV A, (Z-3-phenyl-3-phenylamino acrylic acid ethylester (267.3 mg, 1.0 mmol, 1.0 equiv.) was stirred with Cu(OAc)2 (544.9 mg, 3.0 mmol, 3.0 equiv.) into acetonitrile (3.0 ml, 57.1 mmol, 57.1 equiv.) for 21 hours at 110° C. The blue-green raw product (389.3 mg) was purified by means of column chromatography (silica gel (50 g), pentane/EtOAc 98:2→0:100). The product was obtained in the form of a white solid (269.3 mg, 0.88 mmol, 88%). Starting materials: C(C)(C)N(CC)C(C)C (diisopropylethylamine), C[Si](CCOCCl)(C)C (2-(trimethylsilyl)ethoxymethyl chloride), ClC1=C(C=CC=C1Cl)S(=O)(=O)NC1=NC=C(N=C1OC)CO (2,3-dichloro-N-[5-(hydroxymethyl)-3-methoxy-2-pyrazinyl]-benzenesulphonamide). The solvent is ClCCl (dichloromethane). Reaction conditions: time 0.5 hour. The product is ClC1=C(C=CC=C1Cl)S(=O)(=O)N(COCC[Si](C)(C)C)C1=NC=C(N=C1OC)CO (2,3-Dichloro-N-[5-(hydroxymethyl)-3-methoxy-2-pyrazinyl]-N-{[2-(trimethylsilyl)ethoxy]methyl}benzenesulphonamide). Reaction SMILES: [Cl:1][C:2]1[C:7]([Cl:8])=[CH:6][CH:5]=[CH:4][C:3]=1[S:9]([NH:12][C:13]1[C:18]([O:19][CH3:20])=[N:17][C:16]([CH2:21][OH:22])=[CH:15][N:14]=1)(=[O:11])=[O:10].C(N(C(C)C)CC)(C)C.[CH3:32][Si:33]([CH3:40])([CH3:39])[CH2:34][CH2:35][O:36][CH2:37]Cl>ClCCl>[Cl:1][C:2]1[C:7]([Cl:8])=[CH:6][CH:5]=[CH:4][C:3]=1[S:9]([N:12]([C:13]1[C:18]([O:19][CH3:20])=[N:17][C:16]([CH2:21][OH:22])=[CH:15][N:14]=1)[CH2:37][O:36][CH2:35][CH2:34][Si:33]([CH3:40])([CH3:39])[CH3:32])(=[O:10])=[O:11]. Reported procedure: To a suspension of 2,3-dichloro-N-[5-(hydroxymethyl)-3-methoxy-2-pyrazinyl]-benzenesulphonamide (1.0 g) in dichloromethane (100 mL) was added diisopropylethylamine (0.57 mL) and 2-(trimethylsilyl)ethoxymethyl chloride (0.58 mL). The reaction mixture was stirred at room temperature for 0.5 h, then washed with water. The organic phase was dried (MgSO4), filtered and evaporated to give a yellow oil. This was purified by chromatography on silica gel eluting with dichloromethane/ethyl acetate mixture... Starting materials: CC(C)=O, CCOC(=O)N=C=S, c1ccc(N2CCNCC2)cc1. The product is CCOC(=O)NC(=S)N1CCN(c2ccccc2)CC1. As a reaction SMILES: [CH3:21][C:22](=[O:23])[CH3:24].[N:13](=[C:14]=[S:15])[C:16](=[O:17])[O:18][CH2:19][CH3:20].[c:1]1([N:7]2[CH2:8][CH2:9][NH:10][CH2:11][CH2:12]2)[cH:2][cH:3][cH:4][cH:5][cH:6]1>>[c:1]1([N:7]2[CH2:8][CH2:9][N:10]([C:14]([NH:13][C:16](=[O:17])[O:18][CH2:19][CH3:20])=[S:15])[CH2:11][CH2:12]2)[cH:2][cH:3][cH:4][cH:5][cH:6]1. Starting materials: CN1C(=NC=C1)COC1=C(C=CC=C1)[N+](=O)[O-] (1-methyl-2-[(2-nitrophenoxy)methyl]-1H-imidazole). The reagents and catalysts are [Pd] (palladium on charcoal). Run in CO (methanol). Product: CN1C(=NC=C1)COC1=C(C=CC=C1)N (1-methyl-2-[(2-aminophenoxy)methyl]-1H-imidazole). Yield: 86.9%. RXN SMILES: [CH3:1][N:2]1[CH:6]=[CH:5][N:4]=[C:3]1[CH2:7][O:8][C:9]1[CH:14]=[CH:13][CH:12]=[CH:11][C:10]=1[N+:15]([O-])=O>CO.[Pd]>[CH3:1][N:2]1[CH:6]=[CH:5][N:4]=[C:3]1[CH2:7][O:8][C:9]1[CH:14]=[CH:13][CH:12]=[CH:11][C:10]=1[NH2:15]. Procedure: A solution of 1.13 g of 1-methyl-2-[(2-nitrophenoxy)methyl]-1H-imidazole in 70 ml of methanol with 0.14 g of palladium on charcoal 10% was hydrogenated at 50 psi for 6 hours at room temperature. The catalyst was then separated by filtration and the solvent evaporated. The residue was finally purified by chromatography on a silica gel column (eluent: chloroform-methanol 48/2) giving rise 0.856 g of the title compound as a red oil. Reactants: CS(=O)(=O)O, CN(C)C=O, O=c1[nH]c2cc(Cl)ccc2n1C1CCNCC1, O=c1[nH]c2cc(Cl)ccc2n1CCCO, [Na+], [Na+], O=C([O-])[O-]. Product: O=c1[nH]c2cc(Cl)ccc2n1CCCN1CCC(n2c(=O)[nH]c3cc(Cl)ccc32)CC1. RXN SMILES: [CH3:1][S:2]([OH:3])(=[O:4])=[O:5].[CH3:44][N:45]([CH3:46])[CH:47]=[O:48].[Cl:21][c:22]1[cH:23][c:24]2[c:25]([n:26]([CH:30]3[CH2:31][CH2:32][NH:33][CH2:34][CH2:35]3)[c:27](=[O:29])[nH:28]2)[cH:36][cH:37]1.[Cl:6][c:7]1[cH:8][c:9]2[c:10]([n:11]([CH2:15][CH2:16][CH2:17][OH:18])[c:12](=[O:14])[nH:13]2)[cH:19][cH:20]1.[Na+:38].[Na+:39].[O-:40][C:41](=[O:42])[O-:43]>>[Cl:6][c:7]1[cH:8][c:9]2[c:10]([n:11]([CH2:15][CH2:16][CH2:17][N:33]3[CH2:32][CH2:31][CH:30]([n:26]4[c:25]5[c:24]([cH:23][c:22]([Cl:21])[cH:37][cH:36]5)[nH:28][c:27]4=[O:29])[CH2:35][CH2:34]3)[c:12](=[O:14])[nH:13]2)[cH:19][cH:20]1. The reactants are C1=CC=CC=2C=CCN3C(C21)=CC=2C=CC(=CC23)C(=O)O (7H-Indolo[2,1-a][2]benzazepine-10-carboxylic acid), 1,1-dimethylethyl ester, C1(CCCCC1)C1=C(NC2=CC(=CC=C12)C(=O)[O-])C1=C(C=C(C=C1)OC)C=O (3-cyclohexyl-2-(2-formyl-4-methoxyphenyl)-1H-indole-6-carboxylate), CCN(CC)P1(=NC(C)(C)C)N(CCCN1C)C (BEMP), C(=C)S(=O)(=O)OC1=CC=CC=C1 (phenyl vinylsulfonate). Solvent: O1CCOCC1 (dioxane). Run at temperature 22 celsius, time 1 hour. Yields the product CN1CCN(CC1)S(=O)(=O)C=C (1-Methyl-4-(vinylsulfonyl)piperazine). Yield: 52.0%. As a reaction SMILES: C1C2[C:10]3=[CH:12]C4C=CC(C(O)=O)=[CH:17][C:18]=4[N:9]3[CH2:8]C=CC=2C=CC=1.C1(C2C3C(=CC(C([O-])=O)=CC=3)[NH:30]C=2C2C=CC(OC)=CC=2C=O)CCCCC1.CCN(P1(N(C)CCCN1C)=NC(C)(C)C)CC.[CH:68]([S:70]([O:73]C1C=CC=CC=1)(=O)=[O:71])=[CH2:69]>O1CCOCC1>[CH3:8][N:9]1[CH2:10][CH2:12][N:30]([S:70]([CH:68]=[CH2:69])(=[O:73])=[O:71])[CH2:17][CH2:18]1. Procedure details: 7H-Indolo[2,1-a][2]benzazepine-10-carboxylic acid, 13-cyclohexyl-3-methoxy-6-(phenoxysulfonyl)-,1,1-dimethylethyl ester. To a solution of tbutyl 3-cyclohexyl-2-(2-formyl-4-methoxyphenyl)-1H-indole-6-carboxylate (4.40 g, 11.2 mmol) in dioxane (30.0 mL) and BEMP (4.88 mL, 16.9 mmol) was added phenyl vinylsulfonate (4.14 g, 22.5 mmol). The resulting mixture was stirred at 22° C. for 1 hr and then at 110° C. in a sealed tube in a microwave for 15 min. The resulting mixture was concentrated under red... The reactants are N1C(=CC2=CC=CC=C12)CC(=O)OCC (Ethyl Indol-2-ylacetate), CC(C)C[AlH]CC(C)C (DIBAL). Procedure: Ester 4-1 (0.54 g, 2.6 mmol) was dissolved in 13 mL CH2Cl2 at -78°, and DIBAL (1M in CH2Cl2, 5.8 ml, 5.8 mmol) was added dropwise. The mixture was stirred at -78° for 15 min then warmed to RT for 30 min and quenched in sat. aqueous Na/K tartrate. This solution was extracted with EtOAc. The organic layer was washed with brine, dried (Na2SO4), and concentrated. Flash chromatography (silica 50% EtOAc/hexane) provided 4-2 as a brown oil. Rf 0.38 (silica, 50% EtOAc/hexane). Run at time 15 minute. Reaction SMILES: [NH:1]1[C:9]2[C:4](=[CH:5][CH:6]=[CH:7][CH:8]=2)[CH:3]=[C:2]1[CH2:10][C:11](OCC)=[O:12].CC(C[AlH]CC(C)C)C>C(Cl)Cl>[NH:1]1[C:9]2[C:4](=[CH:5][CH:6]=[CH:7][CH:8]=2)[CH:3]=[C:2]1[CH2:10][CH2:11][OH:12]. Run in C(Cl)Cl (CH2Cl2). Yields the product N1C(=CC2=CC=CC=C12)CCO (2-(Indol-2-yl)ethanol).